This data is from the Open Reaction Database (ORD), a public repository of structured organic reaction records. The task is: describe an organic reaction: reactants, conditions, products, and yield Reactants: C(#N)C1=CC=C(OC[C@@H](CNC(OCC2=CC=CC=C2)=O)O)C=C1 (Benzyl (2R)-3-(4-Cyanophenoxy)-2-hydroxypropylcarbamate), CS(=O)(=O)Cl (methanesulfonyl chloride). Reagents/catalysts: CN(C1=CC=NC=C1)C (4-(Dimethylamino)pyridine). Run in N1=CC=CC=C1 (pyridine). Run at temperature 0 celsius, time 4 hour. The product is CS(=O)(=O)O[C@H](CNC(=O)OCC1=CC=CC=C1)COC1=CC=C(C=C1)C#N ((1R)-2-{[(Benzyloxy)carbonyl]amino}-1-[(4-cyanophenoxy)methyl]ethyl Methanesulfonate). Yield: 83.8%. RXN SMILES: [C:1]([C:3]1[CH:24]=[CH:23][C:6]([O:7][CH2:8][C@H:9]([OH:22])[CH2:10][NH:11][C:12](=[O:21])[O:13][CH2:14][C:15]2[CH:20]=[CH:19][CH:18]=[CH:17][CH:16]=2)=[CH:5][CH:4]=1)#[N:2].[CH3:25][S:26](Cl)(=[O:28])=[O:27]>CN(C)C1C=CN=CC=1.N1C=CC=CC=1>[CH3:25][S:26]([O:22][C@@H:9]([CH2:8][O:7][C:6]1[CH:5]=[CH:4][C:3]([C:1]#[N:2])=[CH:24][CH:23]=1)[CH2:10][NH:11][C:12]([O:13][CH2:14][C:15]1[CH:20]=[CH:19][CH:18]=[CH:17][CH:16]=1)=[O:21])(=[O:28])=[O:27]. Procedure details: 4-(Dimethylamino)pyridine (0.22 g, 1.77 mmol) was added to a solution of benzyl (2R)-3-(4-cyanophenoxy)-2-hydroxypropylcarbamate (see step (iii) above; 5.79 g, 17.7 mmol) in pyridine (15 mL). The mixture was cooled to 0° C., and methanesulfonyl chloride (2.23 g, 19.5 mmol) was added slowly at 0° C. The mixture was allowed to reach rt, at which temperature it was then stirred for 4 h. The solvent was evaporated. DCM (100 mL) was added, washed with water, 1 N H2SO4 and brine, dried (Na2SO4) and ev... Reactants: O=C1CCC(=O)N1Br, CCc1ccc(CCCO)cc1, ClCCl, c1ccc(P(c2ccccc2)c2ccccc2)cc1. Yields the product CCc1ccc(CCCBr)cc1. Reaction SMILES: [Br:32][N:33]1[C:34](=[O:35])[CH2:36][CH2:37][C:38]1=[O:39].[CH2:1]([CH3:2])[c:3]1[cH:4][cH:5][c:6]([CH2:9][CH2:10][CH2:11][OH:12])[cH:7][cH:8]1.[CH2:40]([Cl:41])[Cl:42].[c:13]1([P:14]([c:15]2[cH:16][cH:17][cH:18][cH:19][cH:20]2)[c:21]2[cH:22][cH:23][cH:24][cH:25][cH:26]2)[cH:27][cH:28][cH:29][cH:30][cH:31]1>>[CH2:1]([CH3:2])[c:3]1[cH:4][cH:5][c:6]([CH2:9][CH2:10][CH2:11][Br:32])[cH:7][cH:8]1. Starting materials: COc1ccc2c(c1)CCNC2, COc1cc2c(cc1OC)CN(CCCCl)CC2. Yields the product COc1ccc2c(c1)CCN(CCCCl)C2. As a reaction SMILES: [CH3:1][O:2][c:3]1[cH:4][c:5]2[c:6]([cH:7][cH:8]1)[CH2:9][NH:10][CH2:11][CH2:12]2.[Cl:13][CH2:14][CH2:15][CH2:16][N:17]1[CH2:18][c:19]2[cH:20][c:21]([O:29][CH3:30])[c:22]([O:27][CH3:28])[cH:23][c:24]2[CH2:25][CH2:26]1>>[Cl:13][CH2:14][CH2:15][CH2:16][N:17]1[CH2:18][c:19]2[cH:20][cH:21][c:22]([O:27][CH3:28])[cH:23][c:24]2[CH2:25][CH2:26]1. The reactants are C(C)(C)(C)OC(NCCC1=CC=C(C=C1)OC1=CC(=CC=C1)C(F)(F)F)=O ({2-[4-(3-Trifluoromethyl-phenoxy)-phenyl]-ethyl}-carbamic acid tert-butyl ester), CI (methyl iodide). The solvent is C1CCOC1 (THF), [H-].[Na+] (NaH). Conditions: time 30 minute. Product: C(C)(C)(C)OC(N(CCC1=CC=C(C=C1)OC1=CC(=CC=C1)C(F)(F)F)C)=O (methyl-{2-[4-(3-trifluoromethyl-phenoxy)-phenyl]-ethyl}-carbamic acid tert-butyl ester). The yield is 88.6%. As a reaction SMILES: [C:1]([O:5][C:6](=[O:27])[NH:7][CH2:8][CH2:9][C:10]1[CH:15]=[CH:14][C:13]([O:16][C:17]2[CH:22]=[CH:21][CH:20]=[C:19]([C:23]([F:26])([F:25])[F:24])[CH:18]=2)=[CH:12][CH:11]=1)([CH3:4])([CH3:3])[CH3:2].[CH3:28]I>C1COCC1.[H-].[Na+]>[C:1]([O:5][C:6](=[O:27])[N:7]([CH3:28])[CH2:8][CH2:9][C:10]1[CH:15]=[CH:14][C:13]([O:16][C:17]2[CH:22]=[CH:21][CH:20]=[C:19]([C:23]([F:25])([F:26])[F:24])[CH:18]=2)=[CH:12][CH:11]=1)([CH3:4])([CH3:2])[CH3:3] |f:3.4|. Procedure: {2-[4-(3-Trifluoromethyl-phenoxy)-phenyl]-ethyl}-carbamic acid tert-butyl ester (333 mg, 0.873 mmol, 1 eq) was dissolved in dry THF (4.5 ml) and NaH, 60% (101 mg, 2.53 mmol, 2.9 eq) was added. After 30 min, the reaction mixture was treated with methyl iodide (545 μl, 8.73 mmol, 10 eq) and was stirred overnight. After overnight the excess NaH was quenched by a slow addition of water, diluted with brine (30 ml) and extracted with Et2O (3×20 ml). Combined organic layers were dried over anhydrous Na... Starting materials: FC1=C(C=CC=C1)C1=NC=C(C(=S)N)C=C1 (6-(2-Fluoro-phenyl)-thionicotinamide), COC(C(C(C(C)Br)=O)C)=O (4-bromo-3-oxo-2-methyl-pentanoic acid methyl ester), C(C)O (ethanol). Product: C(C)OC(C(C)C=1N=C(SC1C)C=1C=NC(=CC1)C1=C(C=CC=C1)F)=O (2-{2-[6-(2-Fluoro-phenyl)-pyridin-3-yl]-5-methyl-thiazol-4-yl}-propionic acid ethyl ester). RXN SMILES: [F:1][C:2]1[CH:7]=[CH:6][CH:5]=[CH:4][C:3]=1[C:8]1[CH:16]=[CH:15][C:11]([C:12]([NH2:14])=[S:13])=[CH:10][N:9]=1.[CH3:17][O:18][C:19](=[O:27])[CH:20]([CH3:26])[C:21](=O)[CH:22](Br)[CH3:23].[CH2:28](O)C>>[CH2:17]([O:18][C:19](=[O:27])[CH:20]([C:21]1[N:14]=[C:12]([C:11]2[CH:10]=[N:9][C:8]([C:3]3[CH:4]=[CH:5][CH:6]=[CH:7][C:2]=3[F:1])=[CH:16][CH:15]=2)[S:13][C:22]=1[CH3:23])[CH3:26])[CH3:28]. Procedure: A mixture of 6-(2-Fluoro-phenyl)-thionicotinamide (3.0 g, 12 mmol) and 4-bromo-3-oxo-2-methyl-pentanoic acid methyl ester (3.2 g, 14.4 mmol) in ethanol (100 mL) is heated to reflux for 24 h, and concentrated. The residue is purified by column chromatography on silica gel yielding 2.6 g of the product.